Dataset: the Open Reaction Database (ORD), a public repository of structured organic reaction records. Task: describe an organic reaction: reactants, conditions, products, and yield The reactants are CC(C)O, O=C1CCC(=O)N1Cl, Nc1cccc2cccnc12. Product: Nc1cccc2c(Cl)ccnc12. As a reaction SMILES: [CH:20]([OH:21])([CH3:22])[CH3:23].[Cl:12][N:13]1[C:14](=[O:15])[CH2:16][CH2:17][C:18]1=[O:19].[NH2:1][c:2]1[cH:3][cH:4][cH:5][c:6]2[cH:7][cH:8][cH:9][n:10][c:11]12>>[NH2:1][c:2]1[cH:3][cH:4][cH:5][c:6]2[c:7]([Cl:12])[cH:8][cH:9][n:10][c:11]12. The reactants are S1C(=NC=C1)C1=CC=C(C=C1)CN(C[C@@H]([C@H](CC1=CC=CC=C1)NC([C@@H](NC(=O)OC)[C@@H](C)CC)=O)O)N (1-[4-(thiazol-2-yl)-phenyl]-4(S)-hydroxy-2-amino-5(S)-N-(N-methoxycarbonyl-(L)-iso-leucyl)amino-6-phenyl-2-azahexane), CN1CCOCC1 (NMM), COC(=O)N[C@@H](C(C)C)C(=O)O (N-methoxycarbonyl-(L)-valine), [B-](F)(F)(F)F.CN(C)C(=[N+](C)C)ON1C=CC=CC1=O (TPTU). The solvent is CN(C)C=O (DMF), CN(C)C=O (DMF), C(Cl)Cl.C1CCOC1 (methylene chloride THF). Conditions: time 15 hour. The product is S1C(=NC=C1)C1=CC=C(C=C1)CN(C[C@@H]([C@H](CC1=CC=CC=C1)NC([C@@H](NC(=O)OC)[C@@H](C)CC)=O)O)NC([C@@H](NC(=O)OC)C(C)C)=O (1-[4-(Thiazol-2-yl)-phenyl]-4(S)-hydroxy-2-N-(N-methoxycarbonyl-(L)-valyl)amino-5(S)-N-(N-methoxycarbonyl-(L)-iso-leucyl)amino-6-phenyl-2-azahexane). As a reaction SMILES: [S:1]1[CH:5]=[CH:4][N:3]=[C:2]1[C:6]1[CH:11]=[CH:10][C:9]([CH2:12][N:13]([NH2:38])[CH2:14][C@H:15]([OH:37])[C@@H:16]([NH:24][C:25](=[O:36])[C@H:26]([C@H:32]([CH2:34][CH3:35])[CH3:33])[NH:27][C:28]([O:30][CH3:31])=[O:29])[CH2:17][C:18]2[CH:23]=[CH:22][CH:21]=[CH:20][CH:19]=2)=[CH:8][CH:7]=1.CN1CCOCC1.[CH3:46][O:47][C:48]([NH:50][C@H:51]([C:55](O)=[O:56])[CH:52]([CH3:54])[CH3:53])=[O:49].[B-](F)(F)(F)F.CN(C(ON1C(=O)C=CC=C1)=[N+](C)C)C>CN(C=O)C.C(Cl)Cl.C1COCC1>[S:1]1[CH:5]=[CH:4][N:3]=[C:2]1[C:6]1[CH:7]=[CH:8][C:9]([CH2:12][N:13]([NH:38][C:55](=[O:56])[C@H:51]([CH:52]([CH3:53])[CH3:54])[NH:50][C:48]([O:47][CH3:46])=[O:49])[CH2:14][C@H:15]([OH:37])[C@@H:16]([NH:24][C:25](=[O:36])[C@H:26]([C@H:32]([CH2:34][CH3:35])[CH3:33])[NH:27][C:28]([O:30][CH3:31])=[O:29])[CH2:17][C:18]2[CH:23]=[CH:22][CH:21]=[CH:20][CH:19]=2)=[CH:10][CH:11]=1 |f:3.4,6.7|. Reported procedure: Under an argon atmosphere, 321 mg (0.60 mmol) of 1-[4-(thiazol-2-yl)-phenyl]-4(S)-hydroxy-2-amino-5(S)-N-(N-methoxycarbonyl-(L)-iso-leucyl)amino-6-phenyl-2-azahexane (Example 21b) and 182 mg (1.8 mmol) of NMM in 5.8 ml of DMF are added to 126 mg (0.72 mmol) of N-methoxycarbonyl-(L)-valine and 178 mg (0.60 mmol) of TPTU in 3 ml of DMF; the mixture is stirred at room temperature for 15 hours and worked up analogously to Example 3. TLC: Rf=0.15 (methylene chloride/THF 4:1); HPLC20-100: tRet=14.5; F... Starting materials: ClC1=C(C=C(C=C1)F)C1=CCN(CC1)C(=O)OC(C)(C)C (tert-butyl 4-(2-chloro-5 fluorophenyl)-5,6-dihydropyridine-1(2H)-carboxylate), Cl (HCl). Run in CCOCC (Et2O), C(Cl)Cl (CH2Cl2). Run at time 18 hour. Yields the product Cl.ClC1=C(C=C(C=C1)F)C=1CCNCC1 (4-(2-chloro-5-fluorophenyl)-1,2,3,6-tetrahydropyridine hydrochloride). Yield: 117.0%. RXN SMILES: [Cl:1][C:2]1[CH:7]=[CH:6][C:5]([F:8])=[CH:4][C:3]=1[C:9]1[CH2:14][CH2:13][N:12](C(OC(C)(C)C)=O)[CH2:11][CH:10]=1.Cl>C(Cl)Cl.CCOCC>[ClH:1].[Cl:1][C:2]1[CH:7]=[CH:6][C:5]([F:8])=[CH:4][C:3]=1[C:9]1[CH2:14][CH2:13][NH:12][CH2:11][CH:10]=1 |f:4.5|. Procedure: To a solution of tert-butyl 4-(2-chloro-5-fluorophenyl)-5,6-dihydropyridine-1(2H)-carboxylate (15, 0.573 g, 1.84 mmol) in CH2Cl2 (11 mL) was added HCl (2.0 N solution in Et2O, 11.0 mL) and the mixture stirred at ambient temperature for 18 h. The reaction mixture was diluted with Et2O (30 mL), and the resulting precipitate was collected by filtration to provide 4-(2-chloro-5-fluorophenyl)-1,2,3,6-tetrahydropyridine hydrochloride (16) as a white solid (0.267 g, 80%): 1H NMR (300 MHz, DMSO-d6) δ 9.... Reactants: C1CCOC1, N#Cc1c(Cl)nc(SCc2csc(-c3ccc(Cl)cc3)n2)c(C#N)c1-c1cncs1, NCCO. Yields the product N#Cc1c(NCCO)nc(SCc2csc(-c3ccc(Cl)cc3)n2)c(C#N)c1-c1cncs1. Reaction SMILES: [CH2:35]1[O:36][CH2:37][CH2:38][CH2:39]1.[Cl:1][c:2]1[n:3][c:4]([S:17][CH2:18][c:19]2[n:20][c:21](-[c:24]3[cH:25][cH:26][c:27]([Cl:30])[cH:28][cH:29]3)[s:22][cH:23]2)[c:5]([C:15]#[N:16])[c:6](-[c:10]2[cH:11][n:12][cH:13][s:14]2)[c:7]1[C:8]#[N:9].[NH2:31][CH2:32][CH2:33][OH:34]>>[c:2]1([NH:31][CH2:32][CH2:33][OH:34])[n:3][c:4]([S:17][CH2:18][c:19]2[n:20][c:21](-[c:24]3[cH:25][cH:26][c:27]([Cl:30])[cH:28][cH:29]3)[s:22][cH:23]2)[c:5]([C:15]#[N:16])[c:6](-[c:10]2[cH:11][n:12][cH:13][s:14]2)[c:7]1[C:8]#[N:9]. Reactants: BrCC1=C(C(=CC=C1)CBr)F (2,6-bis(bromomethyl)-1-fluorobenzene), COP(OC)OC (trimethylphosphite). Run in C1(=CC=CC=C1)C (toluene). Product: COP(OC)(=O)CC=1C(=C(C=CC1)CP(OC)(OC)=O)F ([2-fluoro-1,3-phenylenebis(methylene)]bisphosphonic acid tetramethyl ester). Reaction SMILES: Br[CH2:2][C:3]1[CH:8]=[CH:7][CH:6]=[C:5]([CH2:9]Br)[C:4]=1[F:11].C[O:13][P:14]([O:17][CH3:18])[O:15][CH3:16]>C1(C)C=CC=CC=1>[CH3:16][O:15][P:14]([CH2:2][C:3]1[C:4]([F:11])=[C:5]([CH2:9][P:14](=[O:13])([O:17][CH3:18])[O:15][CH3:16])[CH:6]=[CH:7][CH:8]=1)(=[O:13])[O:17][CH3:18]. Procedure details: A solution of 2,6-bis(bromomethyl)-1-fluorobenzene (2.82 g, 0.010 mole) and trimethylphosphite (5.0 mL, 0.042 mole) in toluene (25 mL) is heated at reflux temperature for 24 hours, after which the solvent and excess trimethylphosphite are removed under reduced pressure. The solid residue is crystallized from ethyl acetate-hexane, giving 3.12 g (0.0089 mole, 89%) of of the title compound, mp 116.5°-117.5° C. Recrystallization gives 2.64 g, mp 117°-118° C. The reactants are OC1=CC=C(C=C1)S(=O)(=O)N(C)C (4-hydroxy-N,N-dimethyl-benzenesulfonamide), ClC(C#C)(C)C (3-chloro-3-methyl-1-butyne), [OH-].[Na+] (sodium hydroxide). The reagents and catalysts are S(=O)(=O)(O)[O-].C(CCC)[N+](CCCC)(CCCC)CCCC (tetra-n-butylammonium hydrogen sulfate). The solvent is ClCCl (dichloromethane), O (water). Run at time 48 hour. Yields the product CN(S(=O)(=O)C1=CC=C(C=C1)OC(C#C)(C)C)C (N,N-dimethyl-4-(1,1-dimethyl-2-propynyloxy)benzenesulfonamide). Isolated yield 37.1%. Reaction SMILES: [OH:1][C:2]1[CH:7]=[CH:6][C:5]([S:8]([N:11]([CH3:13])[CH3:12])(=[O:10])=[O:9])=[CH:4][CH:3]=1.Cl[C:15]([CH3:19])([CH3:18])[C:16]#[CH:17].[OH-].[Na+]>S([O-])(O)(=O)=O.C([N+](CCCC)(CCCC)CCCC)CCC.ClCCl.O>[CH3:12][N:11]([CH3:13])[S:8]([C:5]1[CH:6]=[CH:7][C:2]([O:1][C:15]([CH3:19])([CH3:18])[C:16]#[CH:17])=[CH:3][CH:4]=1)(=[O:10])=[O:9] |f:2.3,4.5|. Procedure details: A two-phase mixture of 4-hydroxy-N,N-dimethyl-benzenesulfonamide (13 g), 3-chloro-3-methyl-1-butyne (33 g), tetra-n-butylammonium hydrogen sulfate (22 g), and sodium hydroxide (21 g) in a mixture of dichloromethane (195 ml) and water (97.5 ml) was vigorously stirred at room temperature for 48 hours. The organic layer was separated, washed with water and brine, dried over anhydrous magnesium sulfate, and concentrated. The residue was added to n-hexane and pulverized to give N,N-dimethyl-4-(1,1-di... Starting materials: CC(C)n1c(CBr)c(-c2ccc(F)cc2)c2ccccc2c1=O, Cc1ccccc1, c1ccc(P(c2ccccc2)c2ccccc2)cc1. Product: [Br-], CC(C)n1c(C[P+](c2ccccc2)(c2ccccc2)c2ccccc2)c(-c2ccc(F)cc2)c2ccccc2c1=O. RXN SMILES: [Br:1][CH2:2][c:3]1[n:4]([CH:21]([CH3:22])[CH3:23])[c:5](=[O:20])[c:6]2[cH:7][cH:8][cH:9][cH:10][c:11]2[c:12]1-[c:13]1[cH:14][cH:15][c:16]([F:19])[cH:17][cH:18]1.[CH3:43][c:44]1[cH:45][cH:46][cH:47][cH:48][cH:49]1.[c:24]1([P:30]([c:31]2[cH:32][cH:33][cH:34][cH:35][cH:36]2)[c:37]2[cH:38][cH:39][cH:40][cH:41][cH:42]2)[cH:25][cH:26][cH:27][cH:28][cH:29]1>>[Br-:1].[CH2:2]([c:3]1[n:4]([CH:21]([CH3:22])[CH3:23])[c:5](=[O:20])[c:6]2[cH:7][cH:8][cH:9][cH:10][c:11]2[c:12]1-[c:13]1[cH:14][cH:15][c:16]([F:19])[cH:17][cH:18]1)[P+:30]([c:24]1[cH:25][cH:26][cH:27][cH:28][cH:29]1)([c:31]1[cH:32][cH:33][cH:34][cH:35][cH:36]1)[c:37]1[cH:38][cH:39][cH:40][cH:41][cH:42]1.